Dataset: the Open Reaction Database (ORD), a public repository of structured organic reaction records. Task: describe an organic reaction: reactants, conditions, products, and yield Starting materials: C(C1=CC=CC=C1)Br (benzylbromide), [H-].[Na+] (NaH), Cl.C(C1=CC=CC=C1)N1CC(C(CC1)C(=O)OCC)=O (ethyl (SR)-N-benzyl-3-oxo-4-piperidine-carboxylate hydrochloride), C(=O)(O)[O-].[Na+] (NaHCO3). The solvent is CN(C)C=O (DMF), O (water), CN(C)C=O (DMF). Run at time 1 hour. The product is C(C)OC(=O)C1(C(CN(CC1)CC1=CC=CC=C1)=O)CC1=CC=CC=C1 ((SR)-1,4-Dibenzyl-3-oxo-piperidine-4-carboxylic acid ethyl ester). Isolated yield 75.1%. As a reaction SMILES: [H-].[Na+].Cl.[CH2:4]([N:11]1[CH2:16][CH2:15][CH:14]([C:17]([O:19][CH2:20][CH3:21])=[O:18])[C:13](=[O:22])[CH2:12]1)[C:5]1[CH:10]=[CH:9][CH:8]=[CH:7][CH:6]=1.[CH2:23](Br)[C:24]1[CH:29]=[CH:28][CH:27]=[CH:26][CH:25]=1.C([O-])(O)=O.[Na+]>CN(C=O)C.O>[CH2:20]([O:19][C:17]([C:14]1([CH2:23][C:24]2[CH:29]=[CH:28][CH:27]=[CH:26][CH:25]=2)[CH2:15][CH2:16][N:11]([CH2:4][C:5]2[CH:6]=[CH:7][CH:8]=[CH:9][CH:10]=2)[CH2:12][C:13]1=[O:22])=[O:18])[CH3:21] |f:0.1,2.3,5.6|. Procedure: To a suspension of 30.9 g NaH (55%, 772 mmol) in 1000 ml DMF was added under argon atmosphere portionwise 115 g ethyl (SR)-N-benzyl-3-oxo-4-piperidine-carboxylate hydrochloride (386 mmol, commercially available) at 0-5° C. The reaction mixture was stirred for 1 h at r.t. and a solution of 45.9 ml benzylbromide (66.0 g, 386 mmol) in 200 ml DMF was added at 0° C. The reaction mixture was stirred for 1.5 h at r. t. and 200 ml sat. NaHCO3 solution were added at 0-10° C. The reaction mixture was redu... Starting materials: COC(=O)c1ccc2c(c1)CCC1NCCCC21, O=C(O)c1ccc2[nH]cnc2c1. Product: COC(=O)c1ccc2c(c1)CCC1C2CCCN1C(=O)c1ccc2[nH]cnc2c1. Reaction SMILES: [CH3:13][O:14][C:15](=[O:16])[c:17]1[cH:18][c:19]2[c:20]([cH:29][cH:30]1)[CH:21]1[CH2:22][CH2:23][CH2:24][NH:25][CH:26]1[CH2:27][CH2:28]2.[nH:1]1[cH:2][n:3][c:4]2[c:5]1[cH:6][cH:7][c:8]([C:10](=[O:11])[OH:12])[cH:9]2>>[nH:1]1[cH:2][n:3][c:4]2[c:5]1[cH:6][cH:7][c:8]([C:10](=[O:12])[N:25]1[CH2:24][CH2:23][CH2:22][CH:21]3[c:20]4[c:19]([cH:18][c:17]([C:15]([O:14][CH3:13])=[O:16])[cH:30][cH:29]4)[CH2:28][CH2:27][CH:26]31)[cH:9]2. Starting materials: CCOC(=O)c1ccc(N2CCN(c3ccc(NC(=O)c4nc(-c5ccccc5)oc4C(F)(F)F)cn3)CC2)cc1, C1CCOC1, CO, [Li+], [OH-]. Yields the product O=C(O)c1ccc(N2CCN(c3ccc(NC(=O)c4nc(-c5ccccc5)oc4C(F)(F)F)cn3)CC2)cc1. RXN SMILES: [CH2:1]([CH3:2])[O:3][C:4]([c:5]1[cH:6][cH:7][c:8]([N:11]2[CH2:12][CH2:13][N:14]([c:17]3[n:18][cH:19][c:20]([NH:23][C:24](=[O:25])[c:26]4[n:27][c:28](-[c:35]5[cH:36][cH:37][cH:38][cH:39][cH:40]5)[o:29][c:30]4[C:31]([F:32])([F:33])[F:34])[cH:21][cH:22]3)[CH2:15][CH2:16]2)[cH:9][cH:10]1)=[O:41].[CH2:44]1[O:45][CH2:46][CH2:47][CH2:48]1.[CH3:49][OH:50].[Li+:43].[OH-:42]>>[O:3]=[C:4]([c:5]1[cH:6][cH:7][c:8]([N:11]2[CH2:12][CH2:13][N:14]([c:17]3[n:18][cH:19][c:20]([NH:23][C:24](=[O:25])[c:26]4[n:27][c:28](-[c:35]5[cH:36][cH:37][cH:38][cH:39][cH:40]5)[o:29][c:30]4[C:31]([F:32])([F:33])[F:34])[cH:21][cH:22]3)[CH2:15][CH2:16]2)[cH:9][cH:10]1)[OH:41]. The reactants are NH4HCO3, CN1N=C(C=C1CNC=1C(N(N=C(C1)OC[C@@H]1[C@H](C1)C1=NC=C(C=C1)C)C)=O)C (4-((1,3-dimethyl-1H-pyrazol-5-yl)methylamino)-2-methyl-6-(((1S,2S)-2-(5-methylpyridin-2-yl)cyclopropyl)methoxy)pyridazin-3(2H)-one), C1CC(=O)N(C1=O)Cl (NCS). The solvent is C(C)#N (acetonitrile), O (water), ClCCCl (1,2-Dichloroethane). Run at time 1 hour. The product is ClC=1C(=NN(C1CNC=1C(N(N=C(C1)OC[C@@H]1[C@H](C1)C1=NC=C(C=C1)C)C)=O)C)C (4-((4-chloro-1,3-dimethyl-1H-pyrazol-5-yl)methylamino)-2-methyl-6-(((1S,2S)-2-(5-methylpyridin-2-yl)cyclopropyl)methoxy)pyridazin-3(2H)-one). As a reaction SMILES: [CH3:1][N:2]1[C:6]([CH2:7][NH:8][C:9]2[C:10](=[O:28])[N:11]([CH3:27])[N:12]=[C:13]([O:15][CH2:16][C@H:17]3[CH2:19][C@@H:18]3[C:20]3[CH:25]=[CH:24][C:23]([CH3:26])=[CH:22][N:21]=3)[CH:14]=2)=[CH:5][C:4]([CH3:29])=[N:3]1.C1C(=O)N([Cl:37])C(=O)C1>ClCCCl.C(#N)C.O>[Cl:37][C:5]1[C:4]([CH3:29])=[N:3][N:2]([CH3:1])[C:6]=1[CH2:7][NH:8][C:9]1[C:10](=[O:28])[N:11]([CH3:27])[N:12]=[C:13]([O:15][CH2:16][C@H:17]2[CH2:19][C@@H:18]2[C:20]2[CH:25]=[CH:24][C:23]([CH3:26])=[CH:22][N:21]=2)[CH:14]=1. Procedure details: To a solution of 4-((1,3-dimethyl-1H-pyrazol-5-yl)methylamino)-2-methyl-6-(((1S,2S)-2-(5-methylpyridin-2-yl)cyclopropyl)methoxy)pyridazin-3(2H)-one (10 mg, 0.025 mmol) in 1,2-Dichloroethane (2.0 mL) was added NCS (4.0 mg, 0.030 mmol). After stirred for 1 h at rt, the reaction mixture was concentrated. The residue was purified by reverse phase chromatography (X bridge Prep C18OBD, 40-60% acetonitrile in water with 10 mmol NH4HCO3 modifier) to obtain product. 1H NMR (400 MHz, MeOD) δ 8.21 (s, 1H),... Reactants: C(=O)([O-])[O-].[K+].[K+] (K2CO3), ClCC(=O)N(CC)CC (2-chloro-N,N-diethylacetamide), CC1=C(SC=2N=CNC(C21)=O)C(=O)OC (methyl 5-methyl-4-oxo-3,4-dihydrothieno[2,3-d]pyrimidine-6-carboxylate). Run in CC#N (CH3CN). Product: C(C)N(C(CN1C=NC2=C(C1=O)C(=C(S2)C(=O)OC)C)=O)CC (methyl 3-(2-(diethylamino)-2-oxoethyl)-5-methyl-4-oxo-3,4-dihydrothieno[2,3-d]pyrimidine-6-carboxylate). The yield is 97.8%. As a reaction SMILES: [CH3:1][C:2]1[C:10]2[C:9](=[O:11])[NH:8][CH:7]=[N:6][C:5]=2[S:4][C:3]=1[C:12]([O:14][CH3:15])=[O:13].C([O-])([O-])=O.[K+].[K+].Cl[CH2:23][C:24]([N:26]([CH2:29][CH3:30])[CH2:27][CH3:28])=[O:25]>CC#N>[CH2:27]([N:26]([CH2:29][CH3:30])[C:24](=[O:25])[CH2:23][N:8]1[C:9](=[O:11])[C:10]2[C:2]([CH3:1])=[C:3]([C:12]([O:14][CH3:15])=[O:13])[S:4][C:5]=2[N:6]=[CH:7]1)[CH3:28] |f:1.2.3|. Procedure: To a suspension of methyl 5-methyl-4-oxo-3,4-dihydrothieno[2,3-d]pyrimidine-6-carboxylate (2.24 g, 10 mmol) in CH3CN (20 mL) was added K2CO3 (1.38 g, 10 mmol), KI (1.61 g, 10 mmol), and 2-chloro-N,N-diethylacetamide (1.4 mL, 10 mmol). The reaction mixture was refluxed overnight and quenched with H2O (50 mL). The resulting precipitate was filtered and dried to afford 3.3 g of methyl 3-(2-(diethylamino)-2-oxoethyl)-5-methyl-4-oxo-3,4-dihydrothieno[2,3-d]pyrimidine-6-carboxylate as a solid (yield: ... Reactants: C(C)OC(C(CC1=C(C=C(C=C1)O)C)OCC)=O ([rac]-2-ethoxy-3-(4-hydroxy-2-methyl-phenyl)-propionic acid ethyl ester), C1(=CC=CC=C1)P(C1=CC=CC=C1)C1=CC=CC=C1 (triphenylphosphine), ClC1=C(C=CC=C1)C=1SC(=C(N1)C)CO ((2-(2-chloro-phenyl)-4-methyl-thiazol-5-yl]-methanol), ClC1=C(C(=S)N)C=CC=C1 (2-chloro-thiobenzamide), ClC(C(=O)OCC)C(=O)C (ethyl 2-chloro-acetoacetate), N(=NC(=O)OCC)C(=O)OCC (diethyl azodicarboxylate). The product is C(C)OC(C(CC1=C(C=C(C=C1)OCC1=C(N=C(S1)C1=C(C=CC=C1)Cl)C)C)OCC)=O ([rac]-3-{4-[2-(2-chloro-phenyl)-4-methyl-thiazol-5-ylmethoxy]-2-methyl-phenyl}-2-ethoxy-propionic acid ethyl ester). Reaction SMILES: [CH2:1]([O:3][C:4](=[O:18])[CH:5]([O:15][CH2:16][CH3:17])[CH2:6][C:7]1[CH:12]=[CH:11][C:10]([OH:13])=[CH:9][C:8]=1[CH3:14])[CH3:2].[Cl:19][C:20]1[CH:25]=[CH:24][CH:23]=[CH:22][C:21]=1[C:26]1[S:27][C:28]([CH2:32]O)=[C:29]([CH3:31])[N:30]=1.ClC1C=CC=CC=1C(N)=S.ClC(C(C)=O)C(OCC)=O.C1(P(C2C=CC=CC=2)C2C=CC=CC=2)C=CC=CC=1.N(C(OCC)=O)=NC(OCC)=O>>[CH2:1]([O:3][C:4](=[O:18])[CH:5]([O:15][CH2:16][CH3:17])[CH2:6][C:7]1[CH:12]=[CH:11][C:10]([O:13][CH2:32][C:28]2[S:27][C:26]([C:21]3[CH:22]=[CH:23][CH:24]=[CH:25][C:20]=3[Cl:19])=[N:30][C:29]=2[CH3:31])=[CH:9][C:8]=1[CH3:14])[CH3:2]. Reported procedure: In analogy to the procedure described in example 10 c], [rac]-2-ethoxy-3-(4-hydroxy-2-methyl-phenyl)-propionic acid ethyl ester (example 10 b]) was reacted with (2-(2-chloro-phenyl)-4-methyl-thiazol-5-yl]-methanol (prepared from 2-chloro-thiobenzamide and ethyl 2-chloro-acetoacetate in analogy to the procedures described in examples 33 a] and 33 b]) in the presence of triphenylphosphine and diethyl azodicarboxylate to yield [rac]-3-{4-[2-(2-chloro-phenyl)-4-methyl-thiazol-5-ylmethoxy]-2-methyl-p... Procedure details: A mixture of 1 equivalent of methyl acetoacetate, 1 equivalent of menthol and 100 mg of sulfated tin oxide catalyst prepared according to example 1 above, in 20 ml of toluene was heated to 110° C. in a two necked round bottom flask provided with a distillation condenser to remove methanol. The reaction was monitored by thin layer chromatography (TLC). After completion of the reaction (about 6 hours), the catalyst was filtered and the filtrate was concentrated and chromatographed on a silica gel ... Reactants: C(CC(=O)C)(=O)OC (methyl acetoacetate), C1(CC(C(CC1)C(C)C)O)C (menthol). Reagents/catalysts: sulfated tin oxide. RXN SMILES: [C:1]([O:7][CH3:8])(=[O:6])[CH2:2][C:3]([CH3:5])=[O:4].[CH:9]1([CH3:19])[CH2:14]C[CH:12]([CH:15]([CH3:17])[CH3:16])[CH:11](O)[CH2:10]1>C1(C)C=CC=CC=1>[C:1]([O:7][CH:8]1[CH:12]([CH:15]([CH3:17])[CH3:16])[CH2:11][CH2:10][CH:9]([CH3:19])[CH2:14]1)(=[O:6])[CH2:2][C:3]([CH3:5])=[O:4]. Isolated yield 91.0%. Product: C(CC(=O)C)(=O)OC1CC(CCC1C(C)C)C (menthyl acetoacetate). The solvent is C1(=CC=CC=C1)C (toluene).